This data is from the Open Reaction Database (ORD), a public repository of structured organic reaction records. The task is: describe an organic reaction: reactants, conditions, products, and yield The reactants are CCOC(=O)COC1CCN(C(=O)OC(C)(C)C)C1, C1COCCO1, Cl. The product is CCOC(=O)COC1CCNC1, Cl. As a reaction SMILES: [CH2:1]([CH3:2])[O:3][C:4](=[O:5])[CH2:6][O:7][CH:8]1[CH2:9][N:10]([C:13]([O:14][C:15]([CH3:16])([CH3:17])[CH3:18])=[O:19])[CH2:11][CH2:12]1.[CH2:21]1[O:22][CH2:23][CH2:24][O:25][CH2:26]1.[ClH:20]>>[CH2:1]([CH3:2])[O:3][C:4](=[O:5])[CH2:6][O:7][CH:8]1[CH2:9][NH:10][CH2:11][CH2:12]1.[ClH:20].